From a dataset of the Open Reaction Database (ORD), a public repository of structured organic reaction records. describe an organic reaction: reactants, conditions, products, and yield Starting materials: C(C1=CC=CC=C1)(=O)SC1=C2C=CN=CC2=CC=C1 (5-Benzoylsulfanylisoquinoline), C[O-].[Na+] (sodium methoxide), O (water), [N+](=O)([O-])C1=CC=C(C=C1)F (4-nitrofluorobenzene). The solvent is CO (methanol), C(Cl)(Cl)Cl (chloroform). Conditions: time 30 minute. The product is [N+](=O)([O-])C1=CC=C(C=C1)SC1=C2C=CN=CC2=CC=C1 (5-(4-nitrophenylsulfanyl)isoquinoline). Yield: 90.9%. RXN SMILES: [C:1]([S:9][C:10]1[CH:19]=[CH:18][CH:17]=[C:16]2[C:11]=1[CH:12]=[CH:13][N:14]=[CH:15]2)(=O)[C:2]1[CH:7]=[CH:6][CH:5]=[CH:4]C=1.C[O-].[Na+].[N+:23](C1C=CC(F)=CC=1)([O-:25])=[O:24].O>CO.C(Cl)(Cl)Cl>[N+:23]([C:6]1[CH:7]=[CH:2][C:1]([S:9][C:10]2[CH:19]=[CH:18][CH:17]=[C:16]3[C:11]=2[CH:12]=[CH:13][N:14]=[CH:15]3)=[CH:4][CH:5]=1)([O-:25])=[O:24] |f:1.2|. Procedure details: 5-Benzoylsulfanylisoquinoline 1.41 g (5.3 mmol) was dissolved in a mixture solution of methanol (50 ml) and chloroform (5 ml), sodium methoxide 500 mg (9.3 mmol) was added, and the mixture was stirred at room temperature for 30 minutes. The reaction mixture was concentrated under reduced pressure, the resulting residue was dissolved in DMF 50 ml, 4-nitrofluorobenzene 0.75 g (5.3 mmol) was added, and the mixture was heated and stirred at 100° C. for 3.5 hours. After cooling, water was added to th...